This data is from the Open Reaction Database (ORD), a public repository of structured organic reaction records. The task is: describe an organic reaction: reactants, conditions, products, and yield The product is O=C1CCC(c2ccc(-c3ccc(OC(F)(F)F)cc3)cc2)N1. Reactants: C1CCOC1, CCOC(C)=O, Cl, C=C(c1ccccc1)N1C(=O)CCC1c1ccc(-c2ccc(OC(F)(F)F)cc2)cc1. As a reaction SMILES: [CH2:39]1[O:40][CH2:41][CH2:42][CH2:43]1.[CH3:33][CH2:34][O:35][C:36](=[O:37])[CH3:38].[ClH:32].[c:1]1([C:2](=[CH2:3])[N:9]2[C:10](=[O:31])[CH2:11][CH2:12][CH:13]2[c:14]2[cH:15][cH:16][c:17](-[c:20]3[cH:21][cH:22][c:23]([O:26][C:27]([F:28])([F:29])[F:30])[cH:24][cH:25]3)[cH:18][cH:19]2)[cH:4][cH:5][cH:6][cH:7][cH:8]1>>[NH:9]1[C:10](=[O:31])[CH2:11][CH2:12][CH:13]1[c:14]1[cH:15][cH:16][c:17](-[c:20]2[cH:21][cH:22][c:23]([O:26][C:27]([F:28])([F:29])[F:30])[cH:24][cH:25]2)[cH:18][cH:19]1. Reactants: Br, COC(=O)CCc1cc(C(N)CC(C)C)no1, CCN(C(C)C)C(C)C, ClCCl, O, On1nnc2ccccc21, Cc1ccccc1NC(=O)Nc1ccc(CC(=O)O)cc1. The product is COC(=O)CCc1cc(C(CC(C)C)NC(=O)Cc2ccc(NC(=O)Nc3ccccc3C)cc2)no1. Reaction SMILES: [BrH:41].[CH3:42][O:43][C:44]([CH2:45][CH2:46][c:47]1[cH:48][c:49]([CH:52]([CH2:53][CH:54]([CH3:55])[CH3:56])[NH2:57])[n:50][o:51]1)=[O:58].[CH:22]([N:23]([CH2:24][CH3:25])[CH:26]([CH3:27])[CH3:28])([CH3:29])[CH3:30].[Cl:59][CH2:60][Cl:61].[OH2:62].[OH:31][n:32]1[c:33]2[c:34]([cH:35][cH:36][cH:37][cH:38]2)[n:39][n:40]1.[c:1]1([CH3:21])[c:2]([NH:7][C:8]([NH:9][c:10]2[cH:11][cH:12][c:13]([CH2:16][C:17](=[O:18])[OH:19])[cH:14][cH:15]2)=[O:20])[cH:3][cH:4][cH:5][cH:6]1>>[c:1]1([CH3:21])[c:2]([NH:7][C:8]([NH:9][c:10]2[cH:11][cH:12][c:13]([CH2:16][C:17](=[O:19])[NH:57][CH:52]([c:49]3[cH:48][c:47]([CH2:46][CH2:45][C:44]([O:43][CH3:42])=[O:58])[o:51][n:50]3)[CH2:53][CH:54]([CH3:55])[CH3:56])[cH:14][cH:15]2)=[O:20])[cH:3][cH:4][cH:5][cH:6]1. Starting materials: NC1=C(C(=O)OC)C=CC=C1N (methyl 2,3-diaminobenzoate), C(C)(C)N(C(C)C)CC (N,N-diisopropylethylamine), COCC(=O)Cl (methoxyacetyl chloride), C([O-])(O)=O.[Na+] (sodium bicarbonate). Solvent: C1CCOC1 (THF), C1CCOC1 (THF), C1CCOC1 (THF). Product: NC1=C(C(=O)OC)C=CC=C1NC(COC)=O (Methyl 2-amino-3-[(methoxyacetyl)amino]benzoate). As a reaction SMILES: [NH2:1][C:2]1[C:11]([NH2:12])=[CH:10][CH:9]=[CH:8][C:3]=1[C:4]([O:6][CH3:7])=[O:5].C(N(CC)C(C)C)(C)C.[CH3:22][O:23][CH2:24][C:25](Cl)=[O:26].C(=O)(O)[O-].[Na+]>C1COCC1>[NH2:1][C:2]1[C:11]([NH:12][C:25](=[O:26])[CH2:24][O:23][CH3:22])=[CH:10][CH:9]=[CH:8][C:3]=1[C:4]([O:6][CH3:7])=[O:5] |f:3.4|. Procedure details: To a solution of methyl 2,3-diaminobenzoate (3.0 g) in THF (50 mL) was added N,N-diisopropylethylamine (4.0 mL). The solution was stirred under ice-cooling, methoxyacetyl chloride (1.81 mL) in THF (10 mL) was added dropwise slowly, and it was stirred for 3 hours at the same temperature. To the reaction mixture was added saturated aqueous sodium bicarbonate, and THF was removed under reduced pressure. To the residue was added saturated aqueous sodium bicarbonate, and it was extracted with ethyl a... Starting materials: CC(C)(C)OC(=O)C=O, CC(=O)O, CC(C)(C)OC(=O)NCCCCCCCCN, O=Cc1ccccn1. Yields the product CC(C)(C)OC(=O)CN(CCCCCCCCNC(=O)OC(C)(C)C)Cc1ccccn1. RXN SMILES: [C:26]([CH:27]=[O:28])(=[O:29])[O:30][C:31]([CH3:32])([CH3:33])[CH3:34].[C:35]([OH:36])(=[O:37])[CH3:38].[NH2:1][CH2:2][CH2:3][CH2:4][CH2:5][CH2:6][CH2:7][CH2:8][CH2:9][NH:10][C:11]([O:12][C:13]([CH3:14])([CH3:15])[CH3:16])=[O:17].[n:18]1[c:19]([CH:24]=[O:25])[cH:20][cH:21][cH:22][cH:23]1>>[N:1]([CH2:2][CH2:3][CH2:4][CH2:5][CH2:6][CH2:7][CH2:8][CH2:9][NH:10][C:11]([O:12][C:13]([CH3:14])([CH3:15])[CH3:16])=[O:17])([CH2:24][c:19]1[n:18][cH:23][cH:22][cH:21][cH:20]1)[CH2:27][C:26](=[O:29])[O:30][C:31]([CH3:32])([CH3:33])[CH3:34]. Reactants: resultant mixture, C(CCC)[Li] (n-Butyl lithium), solution, BrC=1C(=C(C(=C(C1F)F)F)C)F (3-bromo-2,4,5,6-tetrafluorotoluene), C(C)OCC (diethyl ether), Cl (hydrochloric acid), solution, CN(C1=CC=CC=C1)C=O (N-methylformanilide), C(C)OCC (diethyl ether). Run in CCCCCC (hexane). Yields the product CC=1C(=C(C=O)C(=C(C1F)F)F)F (3-methyl-2,4,5,6-tetrafluorobenzaldehyde). RXN SMILES: C([Li])CCC.BrC1[C:8]([F:17])=[C:9]([CH3:16])[C:10]([F:15])=[C:11]([F:14])[C:12]=1[F:13].CN(C=O)C1C=CC=CC=1.Cl.C([O:31][CH2:32][CH3:33])C>CCCCCC>[CH3:16][C:9]1[C:8]([F:17])=[C:33]([C:12]([F:13])=[C:11]([F:14])[C:10]=1[F:15])[CH:32]=[O:31]. Reported procedure: n-Butyl lithium (12.9 ml of a 1.6M solution in hexane) was added dropwise to a solution of 3-bromo-2,4,5,6-tetrafluorotoluene (5.0 g) in diethyl ether (40 ml) under an argon atmosphere whilst maintaining the mixture temperature within the range -60° to -70° C. When the addition was complete the mixture was stirred for a period of 1.5 hours at -70° C. after which a solution of N-methylformanilide (2.8 g) in diethyl ether (15 ml) was added and the resultant mixture allowed to attain the ambient te... The reactants are ClC1=CC2=C(C=N1)C(=NN2C(C2=CC=CC=C2)(C2=CC=CC=C2)C2=CC=CC=C2)C2(C(C2)(F)F)C (6-chloro-3-(2,2-difluoro-1-methylcyclopropyl)-1-trityl-1H-pyrazolo[4,3-c]pyridine), FC1=CC=C(C=C1)[C@@H](C)NC(=O)N ((R)-1-(1-(4-fluorophenyl)ethyl)urea), C(=O)(C(F)(F)F)O (TFA). The product is FC(C(=O)O)(F)F.FC1(C(C1)(C)C1=NNC2=C1C=NC(=C2)NC(=O)N[C@H](C)C2=CC=C(C=C2)F)F ((R)-1-(3-(2,2-difluoro-1-methylcyclopropyl)-1H-pyrazolo[4,3-c]pyridin-6-yl)-3-(1-(4-fluorophenyl)ethyl)urea 2,2,2-trifluoroacetate). Reaction SMILES: Cl[C:2]1[N:7]=[CH:6][C:5]2[C:8]([C:30]3([CH3:35])[CH2:32][C:31]3([F:34])[F:33])=[N:9][N:10](C(C3C=CC=CC=3)(C3C=CC=CC=3)C3C=CC=CC=3)[C:4]=2[CH:3]=1.[F:36][C:37]1[CH:42]=[CH:41][C:40]([C@H:43]([NH:45][C:46]([NH2:48])=[O:47])[CH3:44])=[CH:39][CH:38]=1.[C:49]([OH:55])([C:51]([F:54])([F:53])[F:52])=[O:50]>>[F:52][C:51]([F:54])([F:53])[C:49]([OH:55])=[O:50].[F:34][C:31]1([F:33])[CH2:32][C:30]1([C:8]1[C:5]2[CH:6]=[N:7][C:2]([NH:48][C:46]([NH:45][C@@H:43]([C:40]3[CH:39]=[CH:38][C:37]([F:36])=[CH:42][CH:41]=3)[CH3:44])=[O:47])=[CH:3][C:4]=2[NH:10][N:9]=1)[CH3:35] |f:3.4|. Reported procedure: In a manner similar to that described in Scheme 6 and Example 30, 6-chloro-3-(2,2-difluoro-1-methylcyclopropyl)-1-trityl-1H-pyrazolo[4,3-c]pyridine was reacted with (R)-1-(1-(4-fluorophenyl)ethyl)urea (Xantphos, Pd(OAc)2, Cs2CO3, dioxane, 80° C., overnight) and then deprotected with TFA to provide (R)-1-(3-(2,2-difluoro-1-methylcyclopropyl)-1H-pyrazolo[4,3-c]pyridin-6-yl)-3-(1-(4-fluorophenyl)ethyl)urea 2,2,2-trifluoroacetate. MS ESI calc'd. for C19H18F3N5O[M+1]+ 390, found 390. Starting materials: [OH-].[Na+] (sodium hydroxide), resultant solution, C1(CC(CCC1)=O)=O (cyclohexane-1,3-dione), Cl.FC1=CC=C(C=C1)NN (4-fluorophenylhydrazine hydrochloride). Solvent: O (water), O (water), O (water). Conditions: time 30 minute. Yields the product FC1=CC=C(C=C1)NN=C1C=C(CCC1)O (3-Hydroxy-2-cyclohexen-1-one (4-fluorophenyl)hydrazone). Isolated yield 96.4%. As a reaction SMILES: Cl.[F:2][C:3]1[CH:8]=[CH:7][C:6]([NH:9][NH2:10])=[CH:5][CH:4]=1.[OH-].[Na+].[C:13]1(=O)[CH2:18][CH2:17][CH2:16][C:15](=[O:19])[CH2:14]1>O>[F:2][C:3]1[CH:8]=[CH:7][C:6]([NH:9][N:10]=[C:13]2[CH2:18][CH2:17][CH2:16][C:15]([OH:19])=[CH:14]2)=[CH:5][CH:4]=1 |f:0.1,2.3|. Procedure: A suspension of 4-fluorophenylhydrazine hydrochloride (50 g) in water (500 ml) was treated with sodium hydroxide (12.3 g) in water (50 ml) and the resultant solution added to solution of cyclohexane-1,3-dione (97%, 35.6 g) in water (300 ml) over 2 h under nitrogen with stirring. After a further 30 min, the precipitate was filtered off, washed with water (50 ml), air dried for 1 h, and dried in vacuo over phosphorus pentoxide at 75° to give the title compound as a powder (65.3 g) m.p. 175°-176°. The reactants are C1(CCCC1)=O (cyclopentanone), FC1=C(C=C(N)C=C1)[N+](=O)[O-] (4-fluoro-3-nitro-aniline), titanium-IV-isopropoxide, C(C)O (ethanol), [BH4-].[Na+] (sodium borohydride). Solvent: C(C)(=O)OCC (ethyl acetate). Reaction conditions: time 30 minute. The product is C1(CCCC1)NC1=CC(=C(C=C1)F)[N+](=O)[O-] (Cyclopentyl-(4-fluoro-3-nitro-phenyl)-amine). As a reaction SMILES: [C:1]1(=O)[CH2:5][CH2:4][CH2:3][CH2:2]1.[F:7][C:8]1[CH:14]=[CH:13][C:11]([NH2:12])=[CH:10][C:9]=1[N+:15]([O-:17])=[O:16].C(O)C.[BH4-].[Na+]>C(OCC)(=O)C>[CH:1]1([NH:12][C:11]2[CH:13]=[CH:14][C:8]([F:7])=[C:9]([N+:15]([O-:17])=[O:16])[CH:10]=2)[CH2:5][CH2:4][CH2:3][CH2:2]1 |f:3.4|. Reported procedure: 6.7 g (0.08 mol) of cyclopentanone, 12.5 g (0.08 mol) of 4-fluoro-3-nitro-aniline and 30 ml (0.1 mol) of titanium-IV-isopropoxide are stirred for 30 minutes at 40° C. and one hour at ambient temperature. After the addition of 150 ml of ethanol the reaction mixture is stirred for 30 minutes and subsequently combined batchwise with 2.4 g (0.066 mol) of sodium borohydride. After 4 hours the reaction mixture is poured onto ice water and combined with ethyl acetate. After filtration the organic phase... Starting materials: C(=O)(O)C1=CC=C(C=C1)C=1N=[N+](C2=C(N1)C=CC(=C2)O)[O-] (3-(4-Carboxyphenyl)-7-hydroxybenzo[e][1,2,4]triazine 1-oxide), [O-]S(=O)S(=O)[O-].[Na+].[Na+] (Na2S2O4). The solvent is C(C)O (ethanol), O (water). Run at time 30 minute. The product is OC1=CC2=C(N=C(N=N2)C2=CC=C(C(=O)O)C=C2)C=C1 (4-(7-hydroxybenzo[e][1,2,4]triazin-3-yl)benzoic acid). As a reaction SMILES: [C:1]([C:4]1[CH:9]=[CH:8][C:7]([C:10]2[N:11]=[N+:12]([O-])[C:13]3[CH:19]=[C:18]([OH:20])[CH:17]=[CH:16][C:14]=3[N:15]=2)=[CH:6][CH:5]=1)([OH:3])=[O:2].[O-]S(S([O-])=O)=O.[Na+].[Na+]>C(O)C.O>[OH:20][C:18]1[CH:17]=[CH:16][C:14]2[N:15]=[C:10]([C:7]3[CH:8]=[CH:9][C:4]([C:1]([OH:3])=[O:2])=[CH:5][CH:6]=3)[N:11]=[N:12][C:13]=2[CH:19]=1 |f:1.2.3|. Procedure details: 3-(4-Carboxyphenyl)-7-hydroxybenzo[e][1,2,4]triazine 1-oxide (Compound VII-1, 350 mg, 1.23 mmol) was dissolved in 70% ethanol in water (20 ml) at reflux. 5.0 equivalents of Na2S2O4 were added. The reaction turned dark brown. After 30 minutes, the solution was concentrated to remove ethanol and the solid was filtered and washed with water and dried (12 mg). 1H NMR (DMSO-d6 400 MHz): δ 8.67 (d, 2H), 8.16 (d, 2H), 8.09 (d, 1H), 7.77 (d, 1H), 7.67 (s, 1H). MS (ESI): m/z 268.43 [M+1]+.